Dataset: the Open Reaction Database (ORD), a public repository of structured organic reaction records. Task: describe an organic reaction: reactants, conditions, products, and yield The reactants are C(C)(C)(C)OC(=O)N[C@H](C(=O)N1[C@@H](C[C@H](C1)O)C(=O)OC)[C@@H](CC(CCC=C)C)CC ((2S,4R)-methyl 1-((2S,3R)-2-(tert-butoxycarbonylamino)-3-ethyl-5-methylnon-8-enoyl)-4-hydroxypyrrolidine-2-carboxylate), O (water), [Li+].[OH-] (LiOH), CO (methanol). The solvent is C1CCOC1 (THF). Reaction conditions: time 8 hour. Yields the product C(C)(C)(C)OC(=O)N[C@H](C(=O)N1[C@@H](C[C@H](C1)O)C(=O)O)[C@@H](CC(CCC=C)C)CC ((2S,4R)-1-((2S,3R)-2-(tert-butoxycarbonylamino)-3-ethyl-5-methylnon-8-enoyl)-4-hydroxypyrrolidine-2-carboxylic acid). The yield is 89.6%. RXN SMILES: [C:1]([O:5][C:6]([NH:8][C@@H:9]([C@H:22]([CH2:30][CH3:31])[CH2:23][CH:24]([CH3:29])[CH2:25][CH2:26][CH:27]=[CH2:28])[C:10]([N:12]1[CH2:16][C@H:15]([OH:17])[CH2:14][C@H:13]1[C:18]([O:20]C)=[O:19])=[O:11])=[O:7])([CH3:4])([CH3:3])[CH3:2].O.[Li+].[OH-].CO>C1COCC1>[C:1]([O:5][C:6]([NH:8][C@@H:9]([C@H:22]([CH2:30][CH3:31])[CH2:23][CH:24]([CH3:29])[CH2:25][CH2:26][CH:27]=[CH2:28])[C:10]([N:12]1[CH2:16][C@H:15]([OH:17])[CH2:14][C@H:13]1[C:18]([OH:20])=[O:19])=[O:11])=[O:7])([CH3:4])([CH3:3])[CH3:2] |f:2.3|. Reported procedure: To a solution of (2S,4R)-methyl 1-((2S,3R)-2-(tert-butoxycarbonylamino)-3-ethyl-5-methylnon-8-enoyl)-4-hydroxypyrrolidine-2-carboxylate (1.5 g, 3.40 mmole) in THF:water (16 mL, 1:1) was added LiOH (286 mg, 6.80 mmole) followed by 3 mL of methanol at room temperature. The reaction mass was stirred at room temperature overnight. The solvent was evaporated under reduced pressure and the residue was diluted with water and acidified with aqueous 1.5 N HCl solutions. The aqueous solution was extracted... The reactants are O=S(=O)(Nc1c(Nc2ccc(I)cc2F)c(F)c(F)c2ncoc12)C1(COCc2ccccc2)CC1, ClCCl. Product: O=S(=O)(Nc1c(Nc2ccc(I)cc2F)c(F)c(F)c2ncoc12)C1(CO)CC1. As a reaction SMILES: [CH2:1]([c:2]1[cH:3][cH:4][cH:5][cH:6][cH:7]1)[O:8][CH2:9][C:10]1([S:13](=[O:14])(=[O:15])[NH:16][c:17]2[c:18]([NH:28][c:29]3[c:30]([F:36])[cH:31][c:32]([I:35])[cH:33][cH:34]3)[c:19]([F:27])[c:20]([F:26])[c:21]3[n:22][cH:23][o:24][c:25]23)[CH2:11][CH2:12]1.[Cl:37][CH2:38][Cl:39]>>[OH:8][CH2:9][C:10]1([S:13](=[O:14])(=[O:15])[NH:16][c:17]2[c:18]([NH:28][c:29]3[c:30]([F:36])[cH:31][c:32]([I:35])[cH:33][cH:34]3)[c:19]([F:27])[c:20]([F:26])[c:21]3[n:22][cH:23][o:24][c:25]23)[CH2:11][CH2:12]1. Reported procedure: Example CM was prepared in analogy to Example 123 from 2-Iodo-5-methanesulfonyl-benzoic acid (example BQ) and 1-(2-Fluoro-4-methanesulfonyl-phenyl)-piperazine (commercial). MS (m/e): 567.0 (M+H+, 100%). Starting materials: IC1=C(C(=O)O)C=C(C=C1)S(=O)(=O)C (2-Iodo-5-methanesulfonyl-benzoic acid), FC1=C(C=CC(=C1)S(=O)(=O)C)N1CCNCC1 (1-(2-Fluoro-4-methanesulfonyl-phenyl)-piperazine). Reaction SMILES: [I:1][C:2]1[CH:10]=[CH:9][C:8]([S:11]([CH3:14])(=[O:13])=[O:12])=[CH:7][C:3]=1[C:4]([OH:6])=O.[F:15][C:16]1[CH:21]=[C:20]([S:22]([CH3:25])(=[O:24])=[O:23])[CH:19]=[CH:18][C:17]=1[N:26]1[CH2:31][CH2:30][NH:29][CH2:28][CH2:27]1>>[F:15][C:16]1[CH:21]=[C:20]([S:22]([CH3:25])(=[O:24])=[O:23])[CH:19]=[CH:18][C:17]=1[N:26]1[CH2:31][CH2:30][N:29]([C:4]([C:3]2[CH:7]=[C:8]([S:11]([CH3:14])(=[O:13])=[O:12])[CH:9]=[CH:10][C:2]=2[I:1])=[O:6])[CH2:28][CH2:27]1. Product: FC1=C(C=CC(=C1)S(=O)(=O)C)N1CCN(CC1)C(=O)C1=C(C=CC(=C1)S(=O)(=O)C)I ([4-(2-Fluoro-4-methanesulfonyl-phenyl)-piperazin-1-yl]-(2-iodo-5-methanesulfonyl-phenyl)-methanone). The product is CCc1ncc(CC(=O)OC)cc1CC=O. As a reaction SMILES: [CH3:1][O:2][C:3]([CH2:4][c:5]1[cH:6][n:7][c:8]([CH2:14][CH3:15])[c:9]([CH2:11][CH:12]=[CH2:13])[cH:10]1)=[O:16].[CH3:20][S:21][CH3:22].[CH3:23][OH:24].[Cl:25][CH2:26][Cl:27].[O-:17][O+:18]=[O:19]>>[CH3:1][O:2][C:3]([CH2:4][c:5]1[cH:6][n:7][c:8]([CH2:14][CH3:15])[c:9]([CH2:11][CH:12]=[O:17])[cH:10]1)=[O:16]. The reactants are C=CCc1cc(CC(=O)OC)cnc1CC, CSC, CO, ClCCl, O=[O+][O-]. Reactants: BrC=1C=CC2=C(N(CCO2)C=2SC=3CC(NC(C3N2)=O)(C)C)C1 (2-(6-Bromo-2,3-dihydrobenzo[1,4]oxazin-4-yl)-6,6-dimethyl-6,7-dihydro-[1,3]thiazolo[5,4-d]pyridin-4(5H)-one), C([O-])([O-])=O.[Na+].[Na+] (sodium carbonate), COC1=NC(=CC=C1B(O)O)C (2-methoxy-6-methylpyridine-3-boronic acid), O (water). Reagents/catalysts: [Br-].C(CCC)[N+](CCCC)(CCCC)CCCC (tetra-n-butylammonium bromide), C=1C=CC(=CC1)[P](C=2C=CC=CC2)(C=3C=CC=CC3)[Pd]([P](C=4C=CC=CC4)(C=5C=CC=CC5)C=6C=CC=CC6)([P](C=7C=CC=CC7)(C=8C=CC=CC8)C=9C=CC=CC9)[P](C=1C=CC=CC1)(C=1C=CC=CC1)C=1C=CC=CC1 (tetrakis(triphenylphosphine)palladium(0)). The solvent is C1CCOC1 (THF). Run at temperature 120 celsius. Yields the product CC1(CC2=C(C(N1)=O)SC(=N2)N2CCOC1=C2C=C(C=C1)C=1C(=NC(=CC1)C)OC)C (6,6-Dimethyl-2-[6-(2-methoxy-6-methylpyridin-3-yl)-2,3-dihydro-4H-1,4-benzoxazin-4-yl]-6,7-dihydro[1,3]thiazolo[5,4-c]pyridin-4(5H)-one). The yield is 25.0%. Reaction SMILES: Br[C:2]1[CH:3]=[CH:4][C:5]2[O:10][CH2:9][CH2:8][N:7]([C:11]3[S:12][C:13]4[CH2:14]C(C)(C)N[C:17](=O)[C:18]=4[N:19]=3)[C:6]=2[CH:23]=1.C(=O)([O-])[O-].[Na+].[Na+].[CH3:30][O:31][C:32]1[C:37](B(O)O)=[CH:36][CH:35]=[C:34]([CH3:41])[N:33]=1.[OH2:42]>C1COCC1.[Br-].C([N+](CCCC)(CCCC)CCCC)CCC.C1C=CC([P]([Pd]([P](C2C=CC=CC=2)(C2C=CC=CC=2)C2C=CC=CC=2)([P](C2C=CC=CC=2)(C2C=CC=CC=2)C2C=CC=CC=2)[P](C2C=CC=CC=2)(C2C=CC=CC=2)C2C=CC=CC=2)(C2C=CC=CC=2)C2C=CC=CC=2)=CC=1>[CH3:5][C:6]1([CH3:23])[NH:7][C:14](=[O:42])[C:13]2[S:12][C:11]([N:7]3[C:6]4[CH:23]=[C:2]([C:37]5[C:32]([O:31][CH3:30])=[N:33][C:34]([CH3:41])=[CH:35][CH:36]=5)[CH:3]=[CH:4][C:5]=4[O:10][CH2:9][CH2:8]3)=[N:19][C:18]=2[CH2:17]1 |f:1.2.3,7.8,^1:69,71,90,109|. Procedure: To a suspension of Example 39 (100 mg, 0.254 mmol) in THF (3 mL) and water (1 mL) was added tetra-n-butylammonium bromide (164 mg, 0.509 mmol), sodium carbonate (54 mg, 0.509 mmol), 2-methoxy-6-methylpyridine-3-boronic acid (85 mg, 0.509 mmol) and tetrakis(triphenylphosphine)palladium(0) (catalytic amount). The reaction was heated at 120° C. under microwave irradiation for 20 minutes. The resulting mixture was partitioned between DCM (50 mL) and water (50 mL); the organic fraction was washed wit... Starting materials: CN1C(=O)C(NC(=O)OC(C)(C)C)CCc2ccccc21, Cl, C1COCCO1. Yields the product CN1C(=O)C(N)CCc2ccccc21, Cl. As a reaction SMILES: [CH3:1][N:2]1[C:3](=[O:21])[CH:4]([NH:13][C:14](=[O:15])[O:16][C:17]([CH3:18])([CH3:19])[CH3:20])[CH2:5][CH2:6][c:7]2[c:8]1[cH:9][cH:10][cH:11][cH:12]2.[ClH:22].[O:23]1[CH2:24][CH2:25][O:26][CH2:27][CH2:28]1>>[CH3:1][N:2]1[C:3](=[O:21])[CH:4]([NH2:13])[CH2:5][CH2:6][c:7]2[c:8]1[cH:9][cH:10][cH:11][cH:12]2.[ClH:22]. Starting materials: CC1(C=CCCCC(=O)O)Cc2c(cc(C(C)(C)C)c(O)c2C(C)(C)C)O1, C, CCOC(C)=O, [Pd]. Yields the product CC1(CCCCCC(=O)O)Cc2c(cc(C(C)(C)C)c(O)c2C(C)(C)C)O1. As a reaction SMILES: [C:1]([CH3:2])([CH3:3])([CH3:4])[c:5]1[c:6]([OH:27])[c:7]([C:23]([CH3:24])([CH3:25])[CH3:26])[cH:8][c:9]2[c:10]1[CH2:11][C:12]([CH3:14])([CH:15]=[CH:16][CH2:17][CH2:18][CH2:19][C:20](=[O:21])[OH:22])[O:13]2.[C:34].[CH3:28][CH2:29][O:30][C:31](=[O:32])[CH3:33].[Pd:35]>>[C:1]([CH3:2])([CH3:3])([CH3:4])[c:5]1[c:6]([OH:27])[c:7]([C:23]([CH3:24])([CH3:25])[CH3:26])[cH:8][c:9]2[c:10]1[CH2:11][C:12]([CH3:14])([CH2:15][CH2:16][CH2:17][CH2:18][CH2:19][C:20](=[O:21])[OH:22])[O:13]2. Starting materials: OC1=CC=C(C(=O)CCCCC(=O)OC)C=C1 (methyl 5-(4-hydroxybenzoyl)pentanoate), C([O-])([O-])=O.[K+].[K+] (potassium carbonate), methyl ester, BrCCCCCC (1-Bromohexane). Run in CC(=O)C (acetone). Yields the product C(CCCCC)OC1=CC=C(C(=O)CCCCC(=O)O)C=C1 (5-(4-n-hexyloxybenzoyl)pentanoic acid). Isolated yield 0.1%. As a reaction SMILES: Br[CH2:2][CH2:3][CH2:4][CH2:5][CH2:6][CH3:7].[OH:8][C:9]1[CH:24]=[CH:23][C:12]([C:13]([CH2:15][CH2:16][CH2:17][CH2:18][C:19]([O:21]C)=[O:20])=[O:14])=[CH:11][CH:10]=1.C(=O)([O-])[O-].[K+].[K+]>CC(C)=O>[CH2:2]([O:8][C:9]1[CH:10]=[CH:11][C:12]([C:13]([CH2:15][CH2:16][CH2:17][CH2:18][C:19]([OH:21])=[O:20])=[O:14])=[CH:23][CH:24]=1)[CH2:3][CH2:4][CH2:5][CH2:6][CH3:7] |f:2.3.4|. Reported procedure: The title compound is prepared from the methyl ester as follows. 1-Bromohexane (1.65 g, 10 moles) is heated under reflux for four hours with methyl 5-(4-hydroxybenzoyl)pentanoate (2 g, 8.5 moles) in a mixture of acetone (50 ml) and anhydrous potassium carbonate (2.35 g). The reaction mixture is filtered and evaporated under reduced pressure. The residue (3.3 g) is heated under reflux in 2N sodium hydroxide (26 ml) for four hours. The reaction mixture is partitioned between water (200 ml) and eth...